From a dataset of the Open Reaction Database (ORD), a public repository of structured organic reaction records. describe an organic reaction: reactants, conditions, products, and yield Reactants: CCn1cc(C(=O)O)c(=O)c2cc(F)c(N3CCNCC3)cc21, CCn1cc(C(=O)O)c(=O)c2ccc(C)nc21, [Na]. The product is CCn1cc(C(=O)O)c(=O)c2cc(F)c(N3CCNCC3)cc21. RXN SMILES: [CH3:19][CH2:20][n:21]1[cH:22][c:23]([C:24]([OH:25])=[O:26])[c:27](=[O:28])[c:29]2[cH:30][c:31]([F:32])[c:33]([N:36]3[CH2:37][CH2:38][NH:39][CH2:40][CH2:41]3)[cH:34][c:35]12.[CH3:1][CH2:2][n:3]1[c:4]2[c:5]([cH:6][cH:7][c:8]([CH3:10])[n:9]2)[c:11](=[O:12])[c:13]([C:14](=[O:15])[OH:16])[cH:17]1.[Na:18]>>[CH3:19][CH2:20][n:21]1[cH:22][c:23]([C:24](=[O:25])[OH:26])[c:27](=[O:28])[c:29]2[cH:30][c:31]([F:32])[c:33]([N:36]3[CH2:37][CH2:38][NH:39][CH2:40][CH2:41]3)[cH:34][c:35]12. The reactants are O(C1=CC=CC=C1)CC(=O)NC1[C@@H]2N(C(C(S2)(CBr)C)C(=O)O)C1=O (6-(2-phenoxyacetamido)-2-methyl-2-bromomethylpenam-3-carboxylic acid), C(C)(=O)OCC (ethyl acetate), N1=CC=CC=C1 (pyridine), N1=CC=CC=C1 (pyridine). Solvent: C1=CC=CC=C1 (benzene). Reaction conditions: time 1.5 hour. Product: O(C1=CC=CC=C1)CC(=O)NC1[C@@H]2N(C(=C(CS2)C)C(=O)O)C1=O (7-(2-phenoxyacetamido)-3-methyl-3-cephem-4-carboxylic acid). The yield is 71.8%. RXN SMILES: [O:1]([CH2:8][C:9]([NH:11][CH:12]1[C:24](=[O:25])[N:14]2[CH:15]([C:21]([OH:23])=[O:22])[C:16]([CH3:20])([CH2:18]Br)[S:17][C@H:13]12)=[O:10])[C:2]1[CH:7]=[CH:6][CH:5]=[CH:4][CH:3]=1.N1C=CC=CC=1.C(OCC)(=O)C>C1C=CC=CC=1>[O:1]([CH2:8][C:9]([NH:11][CH:12]1[C:24](=[O:25])[N:14]2[C:15]([C:21]([OH:23])=[O:22])=[C:16]([CH3:20])[CH2:18][S:17][C@H:13]12)=[O:10])[C:2]1[CH:7]=[CH:6][CH:5]=[CH:4][CH:3]=1. Procedure: 6-(2-phenoxyacetamido)-2-methyl-2-bromomethylpenam-3-carboxylic acid (429 mg.) was suspended in dry benzene (10 cc), and pyridine (400 mg.) and trimethylsilychloride (5 cc) were added thereto. The mixture was stirred for 1.5 hours at room temperature and pyridine (400 mg.) was added thereto. The mixture was heated under reflux for 3 hours, mixed with ethyl acetate (30 cc). washed with dilute phosphoric acid and further with an aqueous solution saturated with sodium chloride, dried and then conce... Reactants: O=C(OCc1ccccc1)N1CCC(O)CC1, CI, CN(C)C=O, CCOC(C)=O, [H-], [Na+], O. Product: COC1CCN(C(=O)OCc2ccccc2)CC1. As a reaction SMILES: [CH2:1]([c:2]1[cH:3][cH:4][cH:5][cH:6][cH:7]1)[O:8][C:9](=[O:10])[N:11]1[CH2:12][CH2:13][CH:14]([OH:17])[CH2:15][CH2:16]1.[CH3:20][I:21].[CH3:23][N:24]([CH3:25])[CH:26]=[O:27].[CH3:28][CH2:29][O:30][C:31](=[O:32])[CH3:33].[H-:18].[Na+:19].[OH2:22]>>[CH2:1]([c:2]1[cH:3][cH:4][cH:5][cH:6][cH:7]1)[O:8][C:9](=[O:10])[N:11]1[CH2:12][CH2:13][CH:14]([O:17][CH3:20])[CH2:15][CH2:16]1. Starting materials: aqueous solution, [Cl-].[Na+] (sodium chloride), O=C[C@H](O)[C@@H](O)[C@H](O)[C@H](O)CO (glucose), OCC(=O)[C@@H](O)[C@H](O)[C@H](O)CO (fructose), Cl (hydrogen chloride), aqueous solution, [Cl-].[Al+3].[Cl-].[Cl-] (aluminum chloride). Run in CC(C)CC(=O)C (MIBK). Yields the product OCC(=O)[C@@H](O)[C@H](O)[C@H](O)CO.O=C[C@H](O)[C@@H](O)[C@H](O)[C@H](O)CO (Fructose Glucose). As a reaction SMILES: [Cl-].[Na+].[O:3]=[CH:4][C@@H:5]([C@H:7]([C@@H:9]([C@@H:11]([CH2:13][OH:14])[OH:12])[OH:10])[OH:8])[OH:6].[OH:15][CH2:16][C:17]([C@H:19]([C@@H:21]([C@@H:23]([CH2:25][OH:26])[OH:24])[OH:22])[OH:20])=[O:18].Cl.[Cl-].[Al+3].[Cl-].[Cl-]>CC(CC(C)=O)C>[OH:3][CH2:4][C:5]([C@H:7]([C@@H:9]([C@@H:11]([CH2:13][OH:14])[OH:12])[OH:10])[OH:8])=[O:6].[O:15]=[CH:16][C@@H:17]([C@H:19]([C@@H:21]([C@@H:23]([CH2:25][OH:26])[OH:24])[OH:22])[OH:20])[OH:18] |f:0.1,5.6.7.8,10.11|. Procedure: 2.5 mL of an aqueous solution of 245 g/L sodium chloride, 171 g/L glucose, 123 g/L fructose and 0.36 g/L hydrogen chloride was added 10 mL MIBK and stirred under a nitrogen atmosphere in a 25 mL sealed glass reactor tube at 140° C. for 1 hour. The reaction mixture was cooled and 50 μL aqueous solution of 0.5M aluminum chloride was added. The mixture was stirred under a nitrogen atmosphere in a 25 mL sealed glass reactor tube at 140° C. for two to four hours. The aqueous and organic phases were a...